Dataset: the Open Reaction Database (ORD), a public repository of structured organic reaction records. Task: describe an organic reaction: reactants, conditions, products, and yield The reactants are CNCC=1C=C(C=CC1)C1=CC=C(C=C1)C=C(C(=O)OC)CC(=O)OCC (methyl ethyl 2-(3′-methylaminomethylbiphenyl-4-ylmethylene)succinate), C(CCCCCC)(=O)Cl (heptanoyl chloride). Procedure details: In a manner similar to that of Example 37(e), by reacting 1.5 g (4.2 mmol) of methyl ethyl 2-(3′-methylaminomethylbiphenyl-4-ylmethylene)succinate with 740 μl (4.8 mmol) of heptanoyl chloride, and after purification, 1.8 g (89%) of the expected product are obtained. Yields the product C(CCCCCC)(=O)N(C)CC=1C=C(C=CC1)C1=CC=C(C=C1)C=C(C(=O)OC)CC(=O)OCC (Methyl ethyl 2-{3′-[(heptanoylmethylamino)-methyl]biphenyl-4-ylmethylene}succinate). Reaction SMILES: [CH3:1][NH:2][CH2:3][C:4]1[CH:5]=[C:6]([C:10]2[CH:15]=[CH:14][C:13]([CH:16]=[C:17]([CH2:22][C:23]([O:25][CH2:26][CH3:27])=[O:24])[C:18]([O:20][CH3:21])=[O:19])=[CH:12][CH:11]=2)[CH:7]=[CH:8][CH:9]=1.[C:28](Cl)(=[O:35])[CH2:29][CH2:30][CH2:31][CH2:32][CH2:33][CH3:34]>>[C:28]([N:2]([CH2:3][C:4]1[CH:5]=[C:6]([C:10]2[CH:15]=[CH:14][C:13]([CH:16]=[C:17]([CH2:22][C:23]([O:25][CH2:26][CH3:27])=[O:24])[C:18]([O:20][CH3:21])=[O:19])=[CH:12][CH:11]=2)[CH:7]=[CH:8][CH:9]=1)[CH3:1])(=[O:35])[CH2:29][CH2:30][CH2:31][CH2:32][CH2:33][CH3:34]. Starting materials: [H-], CI, [Na+], CN(C)C=O, O, CC(C)c1cc(O)cc(C(C)C)c1NC(=O)CN1CCN(CCSc2nc3ccccc3o2)CC1. Product: COc1cc(C(C)C)c(NC(=O)CN2CCN(CCSc3nc4ccccc4o3)CC2)c(C(C)C)c1. As a reaction SMILES: [H-:1].[I:38][CH3:39].[Na+:2].[O:40]=[CH:41][N:42]([CH3:43])[CH3:44].[OH2:45].[o:3]1[c:4]([S:12][CH2:13][CH2:14][N:15]2[CH2:16][CH2:17][N:18]([CH2:21][C:22](=[O:23])[NH:24][c:25]3[c:26]([CH:35]([CH3:36])[CH3:37])[cH:27][c:28]([OH:34])[cH:29][c:30]3[CH:31]([CH3:32])[CH3:33])[CH2:19][CH2:20]2)[n:5][c:6]2[c:7]1[cH:8][cH:9][cH:10][cH:11]2>>[o:3]1[c:4]([S:12][CH2:13][CH2:14][N:15]2[CH2:16][CH2:17][N:18]([CH2:21][C:22](=[O:23])[NH:24][c:25]3[c:26]([CH:35]([CH3:36])[CH3:37])[cH:27][c:28]([O:34][CH3:39])[cH:29][c:30]3[CH:31]([CH3:32])[CH3:33])[CH2:19][CH2:20]2)[n:5][c:6]2[c:7]1[cH:8][cH:9][cH:10][cH:11]2. Starting materials: O=C(O)c1ccc(OCc2ccccc2)cc1, NCCCCl, Cl, [Na+], [Na+], O=C([O-])[O-], CN(C)C=O, O. Yields the product O=C(NCCCCl)c1ccc(OCc2ccccc2)cc1. RXN SMILES: [CH2:1]([c:2]1[cH:3][cH:4][cH:5][cH:6][cH:7]1)[O:8][c:9]1[cH:10][cH:11][c:12]([C:13](=[O:14])[OH:15])[cH:16][cH:17]1.[Cl:24][CH2:25][CH2:26][CH2:27][NH2:28].[ClH:23].[Na+:29].[Na+:30].[O-:31][C:32](=[O:33])[O-:34].[O:18]=[CH:19][N:20]([CH3:21])[CH3:22].[OH2:35]>>[CH2:1]([c:2]1[cH:3][cH:4][cH:5][cH:6][cH:7]1)[O:8][c:9]1[cH:10][cH:11][c:12]([C:13](=[O:15])[NH:28][CH2:27][CH2:26][CH2:25][Cl:24])[cH:16][cH:17]1.